Dataset: the Open Reaction Database (ORD), a public repository of structured organic reaction records. Task: describe an organic reaction: reactants, conditions, products, and yield Product: CC(=O)Nc1ccc(F)c(Br)c1. The reactants are O=[N+]([O-])c1ccc(F)c(Br)c1, CC(=O)OC(C)=O, [Fe]. Reaction SMILES: [Br:1][c:2]1[c:3]([F:11])[cH:4][cH:5][c:6]([N+:8]([O-:9])=[O:10])[cH:7]1.[CH3:12][C:13](=[O:14])[O:15][C:16](=[O:17])[CH3:18].[Fe:19]>>[Br:1][c:2]1[c:3]([F:11])[cH:4][cH:5][c:6]([NH:8][C:13]([CH3:12])=[O:14])[cH:7]1. Reactants: FC(C(=O)O)(F)F.FC(C(=O)O)(F)F.NC=1SC=C(N1)/C(/C(=O)N[C@H]1[C@@H]2N(C(=C(CS2)SCC=2C=NC=CC2)C(=O)O)C1=O)=N/OC(C)=O (7β-[2-(2-aminothiazol-4-yl)-2-(Z)-(acetoxyimino)acetamido]-3-[(3-pyridyl)methylthio]-3-cephem-4-carboxylic acid bis(trifluoroacetic acid) salt), [Cl-].[NH4+] (ammonium chloride), Cl (HCl). The solvent is O (water), CO (methanol). Conditions: time 2.5 hour. Yields the product NC=1SC=C(N1)/C(/C(=O)N[C@H]1[C@@H]2N(C(=C(CS2)SCC=2C=NC=CC2)C(=O)O)C1=O)=N/O (7β-[2-(2-aminothiazol-4-yl)-2-(Z)-(hydroxyimino)acetamido]-3-[(3-pyridyl)methyl-thio]-3-cephem-4-carboxylic acid). Isolated yield 17.9%. As a reaction SMILES: FC(F)(F)C(O)=O.FC(F)(F)C(O)=O.[NH2:15][C:16]1[S:17][CH:18]=[C:19](/[C:21](=[N:45]/[O:46]C(=O)C)/[C:22]([NH:24][C@@H:25]2[C:43](=[O:44])[N:27]3[C:28]([C:40]([OH:42])=[O:41])=[C:29]([S:32][CH2:33][C:34]4[CH:35]=[N:36][CH:37]=[CH:38][CH:39]=4)[CH2:30][S:31][C@H:26]23)=[O:23])[N:20]=1.[Cl-].[NH4+].Cl>O.CO>[NH2:15][C:16]1[S:17][CH:18]=[C:19](/[C:21](=[N:45]/[OH:46])/[C:22]([NH:24][C@@H:25]2[C:43](=[O:44])[N:27]3[C:28]([C:40]([OH:42])=[O:41])=[C:29]([S:32][CH2:33][C:34]4[CH:35]=[N:36][CH:37]=[CH:38][CH:39]=4)[CH2:30][S:31][C@H:26]23)=[O:23])[N:20]=1 |f:0.1.2,3.4|. Procedure: A solution of 7β-[2-(2-aminothiazol-4-yl)-2-(Z)-(acetoxyimino)acetamido]-3-[(3-pyridyl)methylthio]-3-cephem-4-carboxylic acid bis(trifluoroacetic acid) salt (3.85 g, 5.05 m mol) and ammonium chloride (810 mg, 15.2 m mol) in a mixture of water (116 ml) and methanol (11.6 ml) was stirred at room temperature for 2.5 hours with keeping pH 8. The reaction mixture was adjusted to pH 6 by addition of 1N HCl. Methanol in the mixture was removed by evaporation in vacuo. The aqueous solution was adjusted ...